Dataset: the Open Reaction Database (ORD), a public repository of structured organic reaction records. Task: describe an organic reaction: reactants, conditions, products, and yield Starting materials: COC1=CC=CC=2C[C@@H]3[C@@]4(CCC(C[C@@]4(C12)CCN3C(=O)OCC(Cl)(Cl)Cl)=O)C(=O)OCC(Cl)(Cl)Cl (4-methoxy-N,14-bis(2,2,2-trichloroethoxycarbonyl)-morphinan-6-one), C(C)O (ethanol), [NH4+].[Cl-] (NH4Cl). The reagents and catalysts are [Zn] (zinc). Reaction conditions: time 0.5 hour. Product: O[C@@]12CCC(C[C@]13C=1C(=CC=CC1C[C@H]2NCC3)OC)=O (14-hydroxy-4-methoxymorphinan-6-one). Yield: 53.0%. Reaction SMILES: [CH3:1][O:2][C:3]1[C:16]2[C@:15]34[CH2:17][CH2:18][N:19](C(OCC(Cl)(Cl)Cl)=O)[C@@H:9]([C@:10]3(C(OCC(Cl)(Cl)Cl)=O)[CH2:11][CH2:12][C:13](=[O:28])[CH2:14]4)[CH2:8][C:7]=2[CH:6]=[CH:5][CH:4]=1.[NH4+].[Cl-].C([OH:41])C>[Zn]>[OH:41][C@:10]12[C@@H:9]3[NH:19][CH2:18][CH2:17][C@:15]1([C:16]1[C:3]([O:2][CH3:1])=[CH:4][CH:5]=[CH:6][C:7]=1[CH2:8]3)[CH2:14][C:13](=[O:28])[CH2:12][CH2:11]2 |f:1.2|. Reported procedure: To a mixture of 2.9 g (4.54 mmol) 4-methoxy-N,14-bis(2,2,2-trichloroethoxycarbonyl)-morphinan-6-one in 130 ml ethanol were added 15 g (280.4 mmol) NH4Cl and this mixture was stirred and refluxed. During 0.5 h 12 g (177 mg) activated zinc powder were added portionwise and the resulting mixture was refluxed for 1 h. After cooling and filtration, the filtrate was evaporated. The residue was dissolved in water, basified with saturated NaHCO3 solution and extracted with CHCl3. The organic layer was w... Starting materials: CN1CCN(C)C1=O, O=C(O)c1ccc(F)c(F)c1F, [Na+], [OH-], O. The product is O=C(O)c1ccc(F)c(F)c1O. RXN SMILES: [CH3:15][N:16]1[CH2:17][CH2:18][N:19]([CH3:20])[C:21]1=[O:22].[F:1][c:2]1[c:3]([C:4](=[O:5])[OH:6])[cH:7][cH:8][c:9]([F:12])[c:10]1[F:11].[Na+:14].[OH-:13].[OH2:23]>>[c:2]1([OH:22])[c:3]([C:4](=[O:5])[OH:6])[cH:7][cH:8][c:9]([F:12])[c:10]1[F:11].